From a dataset of the Open Reaction Database (ORD), a public repository of structured organic reaction records. describe an organic reaction: reactants, conditions, products, and yield Starting materials: ICCCC (iodobutane), CC1(OC2=CC=C(C=C2C(C1)=O)O)C (2,2-dimethyl-6-hydroxychroman-4-one), [H-].[Na+] (sodium hydride). Solvent: CN(C)C=O (DMF), CN(C)C=O (DMF). Run at time 90 minute. Yields the product C(CCC)OC=1C=C2C(CC(OC2=CC1)(C)C)=O (6-butoxy-2,2-dimethylchroman-4-one). Yield: 89.2%. Reaction SMILES: [CH3:1][C:2]1([CH3:14])[CH2:11][C:10](=[O:12])[C:9]2[C:4](=[CH:5][CH:6]=[C:7]([OH:13])[CH:8]=2)[O:3]1.[H-].[Na+].I[CH2:18][CH2:19][CH2:20][CH3:21]>CN(C=O)C>[CH2:18]([O:13][C:7]1[CH:8]=[C:9]2[C:4](=[CH:5][CH:6]=1)[O:3][C:2]([CH3:14])([CH3:1])[CH2:11][C:10]2=[O:12])[CH2:19][CH2:20][CH3:21] |f:1.2|. Procedure: A solution of 50 g (0.26 mol) of 2,2-dimethyl-6-hydroxychroman-4-one (Example 1a) in 500 ml of DMF was added dropwise to a suspension of 9.0 g (0.3 mol) of 80 percent sodium hydride in 500 ml of DMF. The mixture was stirred at RT for 90 min, 49 g (0.265 mol) of iodobutane were added and the mixture was stirred at RT for a further 90 min. The reaction mixture was then concentrated under reduced pressure and the residue was admixed with water and extracted repeatedly with EA. The organic phases we... Starting materials: C1CCOC1, CO, CC(C)(C)OC(=O)c1cc(F)c(Oc2cnc(OCC3CC(F)(F)C3)c(Cl)c2)cc1F, Cl, [Na+], [OH-]. The product is O=C(O)c1cc(F)c(Oc2cnc(OCC3CC(F)(F)C3)c(Cl)c2)cc1F. Reaction SMILES: [CH2:35]1[O:36][CH2:37][CH2:38][CH2:39]1.[CH3:40][OH:41].[Cl:1][c:2]1[cH:3][c:4]([O:16][c:17]2[cH:18][c:19]([F:31])[c:20]([C:21](=[O:22])[O:23][C:24]([CH3:25])([CH3:26])[CH3:27])[cH:28][c:29]2[F:30])[cH:5][n:6][c:7]1[O:8][CH2:9][CH:10]1[CH2:11][C:12]([F:14])([F:15])[CH2:13]1.[ClH:34].[Na+:33].[OH-:32]>>[Cl:1][c:2]1[cH:3][c:4]([O:16][c:17]2[cH:18][c:19]([F:31])[c:20]([C:21](=[O:22])[OH:23])[cH:28][c:29]2[F:30])[cH:5][n:6][c:7]1[O:8][CH2:9][CH:10]1[CH2:11][C:12]([F:14])([F:15])[CH2:13]1.